This data is from the Open Reaction Database (ORD), a public repository of structured organic reaction records. The task is: describe an organic reaction: reactants, conditions, products, and yield Starting materials: C(#N)C1(CC1)NC(=O)[C@@H]1[C@H](C[C@H](C1)S(=O)(=O)C1=C(C=C(C=C1)Br)C(F)(F)F)OC1CCC1 ((1S,2S,4S)-4-(4-Bromo-2-trifluoromethyl-benzenesulfonyl)-2-cyclobutoxy-cyclopentanecarboxylic acid (1-cyano-cyclopropyl)-amide), C(#N)C1(CC1)NC(=O)[C@@H]1[C@H](C[C@H](C1)S(=O)(=O)C1=C(C=C(C=C1)Br)C(F)(F)F)OC1CCOCC1 ((1S,2S,4S)-4-(4-bromo-2-trifluoromethyl-benzenesulfonyl)-2-(tetrahydro-pyran-4-yloxy)-cyclopentanecarboxylic acid (1-cyano-cyclopropyl)-amide). Yields the product C(#N)C1(CC1)NC(=O)[C@@H]1[C@H](C[C@H](C1)S(=O)(=O)C1=C(C=CC=C1)C(F)(F)F)OC1CCC1 ((1S,2S,4S)-2-Cyclobutoxy-4-(2-trifluoromethyl-benzenesulfonyl)-cyclopentanecarboxylic acid (1-cyano-cyclopropyl)-amide). Reaction SMILES: [C:1]([C:3]1([NH:6][C:7]([C@H:9]2[CH2:13][C@H:12]([S:14]([C:17]3[CH:22]=[CH:21][C:20](Br)=[CH:19][C:18]=3[C:24]([F:27])([F:26])[F:25])(=[O:16])=[O:15])[CH2:11][C@@H:10]2[O:28][CH:29]2[CH2:32][CH2:31][CH2:30]2)=[O:8])[CH2:5][CH2:4]1)#[N:2].C(C1(NC([C@H]2C[C@H](S(C3C=CC(Br)=CC=3C(F)(F)F)(=O)=O)C[C@@H]2OC2CCOCC2)=O)CC1)#N>>[C:1]([C:3]1([NH:6][C:7]([C@H:9]2[CH2:13][C@H:12]([S:14]([C:17]3[CH:22]=[CH:21][CH:20]=[CH:19][C:18]=3[C:24]([F:26])([F:25])[F:27])(=[O:16])=[O:15])[CH2:11][C@@H:10]2[O:28][CH:29]2[CH2:30][CH2:31][CH2:32]2)=[O:8])[CH2:4][CH2:5]1)#[N:2]. Reported procedure: The title compound was prepared in analogy to example 175 using (1R,2R,4R) and (1S,2S,4S)-4-(4-bromo-2-trifluoromethyl-benzenesulfonyl)-2-cyclobutoxy-cyclopentanecarboxylic acid (1-cyano-cyclopropyl)-amide (example 182) instead of (1R,2R,4R) and (1S,2S,4S)-4-(4-bromo-2-trifluoromethyl-benzenesulfonyl)-2-(tetrahydro-pyran-4-yloxy)-cyclopentanecarboxylic acid (1-cyano-cyclopropyl)-amide. White solid. MS (EI): 455.2 (M−H)−. The reactants are C(C)OC(C(C(=O)OCC)=O)=O (diethyl-2-oxomalonate), [OH-].[Na+] (sodium hydroxide), C(C)O (Ethanol), NC(C(=O)N)C(=O)N (2-aminomalonamide), [OH-].[Na+] (sodium hydroxide). Solvent: O (water). Run at time 40 minute. The product is OC=1C(=NC(=C(N1)O)C(=O)OCC)C(=O)N (3,5-dihydroxy-6-ethoxycarbonyl-2-pyrazinecarboxamide). As a reaction SMILES: C(O[C:4](=[O:12])[C:5](=O)[C:6]([O:8][CH2:9][CH3:10])=[O:7])C.[NH2:13][CH:14]([C:18]([NH2:20])=[O:19])[C:15]([NH2:17])=[O:16].[OH-].[Na+].C(O)C>O>[OH:16][C:15]1[C:14]([C:18]([NH2:20])=[O:19])=[N:13][C:5]([C:6]([O:8][CH2:9][CH3:10])=[O:7])=[C:4]([OH:12])[N:17]=1 |f:2.3|. Procedure: In 2.0 mL of water are suspended 0.65 mL of diethyl-2-oxomalonate and 0.5 g of 2-aminomalonamide. Under ice-cooling, 0.85 mL of 5 mol/mL sodium hydroxide is added thereto. The resulting solution is stirred for 40 minutes. Then, at ambient temperature, 2.55 mL of 5 mol/mL sodium hydroxide is added to the solution, which is then stirred for an additional 30 minutes. Ethanol is added to the reaction mixture and the precipitate is collected by filtration to obtain 0.24 g of 3,5-dihydroxy-6-ethoxycar... As a reaction SMILES: Cl[C:2]1[N:7]=[C:6]([O:8][CH2:9][C:10]([F:13])([F:12])[F:11])[N:5]=[C:4]([NH:14][C:15]2[CH:24]=[CH:23][C:18]([C:19]([O:21][CH3:22])=[O:20])=[CH:17][CH:16]=2)[N:3]=1.[NH2:25][CH2:26][CH2:27][CH2:28][CH2:29][CH2:30][CH2:31][CH2:32][CH2:33][CH2:34][CH2:35][NH:36][C:37](=[O:43])[O:38][C:39]([CH3:42])([CH3:41])[CH3:40].CCN(C(C)C)C(C)C>C1COCC1>[C:39]([O:38][C:37]([NH:36][CH2:35][CH2:34][CH2:33][CH2:32][CH2:31][CH2:30][CH2:29][CH2:28][CH2:27][CH2:26][NH:25][C:2]1[N:7]=[C:6]([O:8][CH2:9][C:10]([F:13])([F:12])[F:11])[N:5]=[C:4]([NH:14][C:15]2[CH:24]=[CH:23][C:18]([C:19]([O:21][CH3:22])=[O:20])=[CH:17][CH:16]=2)[N:3]=1)=[O:43])([CH3:42])([CH3:41])[CH3:40]. Reported procedure: To a suspension of methyl 4-(4-chloro-6-(2,2,2-trifluoroethoxy)-1,3,5-triazin-2-ylamino)benzoate (600 mg) in THF (20 mL) was added tert-butyl 10-aminodecylcarbamate (451 mg) and iPr2NEt (0.578 mL). The mixture was heated at 70° C. for 16 hours. The solvent was removed under vacuum. The residue was purified by silica gel column (EtOAC/Hexanes=4:1) to give methyl 4-(4-(10-(tert-butoxycarbonylamino)decylamino)-6-(2,2,2-trifluoroethoxy)-1,3,5-triazin-2-ylamino)benzoate (0.67 g). Yields the product C(C)(C)(C)OC(=O)NCCCCCCCCCCNC1=NC(=NC(=N1)OCC(F)(F)F)NC1=CC=C(C(=O)OC)C=C1 (methyl 4-(4-(10-(tert-butoxycarbonylamino)decylamino)-6-(2,2,2-trifluoroethoxy)-1,3,5-triazin-2-ylamino)benzoate). The yield is 67.7%. Conditions: temperature 70 celsius. Solvent: C1CCOC1 (THF). Reactants: NCCCCCCCCCCNC(OC(C)(C)C)=O (tert-butyl 10-aminodecylcarbamate), CCN(C(C)C)C(C)C (iPr2NEt), ClC1=NC(=NC(=N1)OCC(F)(F)F)NC1=CC=C(C(=O)OC)C=C1 (methyl 4-(4-chloro-6-(2,2,2-trifluoroethoxy)-1,3,5-triazin-2-ylamino)benzoate).